Dataset: the Open Reaction Database (ORD), a public repository of structured organic reaction records. Task: describe an organic reaction: reactants, conditions, products, and yield Reactants: Cn1cc(CO)c(OCc2ccccc2)n1, C1CCOC1. Product: Cn1cc(C=O)c(OCc2ccccc2)n1. Reaction SMILES: [CH2:1]([c:2]1[cH:3][cH:4][cH:5][cH:6][cH:7]1)[O:8][c:9]1[n:10][n:11]([CH3:16])[cH:12][c:13]1[CH2:14][OH:15].[O:17]1[CH2:18][CH2:19][CH2:20][CH2:21]1>>[CH2:1]([c:2]1[cH:3][cH:4][cH:5][cH:6][cH:7]1)[O:8][c:9]1[n:10][n:11]([CH3:16])[cH:12][c:13]1[CH:14]=[O:15]. The reactants are O1C(NCC1)=O (2-oxazolidinone), C(C1=CC=CC=C1)Br (Benzyl bromide), [H-].[Na+] (sodium hydride), CN(C)C=O (DMF). Solvent: C1CCOC1 (THF), C1CCOC1 (THF). Conditions: time 24 hour. Yields the product C1(=CC=CC=C1)CN1C(OCC1)=O (3-(Phenylmethyl)-2-oxazolidinone). Reaction SMILES: [H-].[Na+].[O:3]1[CH2:7][CH2:6][NH:5][C:4]1=[O:8].CN(C=O)C.[CH2:14](Br)[C:15]1[CH:20]=[CH:19][CH:18]=[CH:17][CH:16]=1>C1COCC1>[C:15]1([CH2:14][N:5]2[CH2:6][CH2:7][O:3][C:4]2=[O:8])[CH:20]=[CH:19][CH:18]=[CH:17][CH:16]=1 |f:0.1|. Procedure: A cold (ice-bath) suspension of sodium hydride (0.55 mole, hexane washed) in 100 mL of dry THF was stirred under a nitrogen atmosphere while a solution of 2-oxazolidinone in 500 mL of 10:1 THF:DMF was added dropwise. The resulting gray suspension was warmed to room temperature and stirred for 24 hour. Benzyl bromide (66 mL, 0.056 mole) was added to the resulting white suspension and stirred at ambient temperature 24 hour. The reaction was quenched by careful addition of 26 mL water and the resul... Starting materials: C1CCNCC1, CCO, O=Cc1ccccc1O, O=C1Cc2ccc(-c3cccnc3)cc2N1. Product: O=C1Nc2cc(-c3cccnc3)ccc2C1=Cc1ccccc1O. RXN SMILES: [CH2:26]1[CH2:27][CH2:28][NH:29][CH2:30][CH2:31]1.[CH3:32][CH2:33][OH:34].[CH:17](=[O:18])[c:19]1[cH:20][cH:21][cH:22][cH:23][c:24]1[OH:25].[n:1]1[cH:2][c:3](-[c:7]2[cH:8][cH:9][c:10]3[c:14]([cH:15]2)[NH:13][C:12](=[O:16])[CH2:11]3)[cH:4][cH:5][cH:6]1>>[n:1]1[cH:2][c:3](-[c:7]2[cH:8][cH:9][c:10]3[c:14]([cH:15]2)[NH:13][C:12](=[O:16])[C:11]3=[CH:17][c:19]2[cH:20][cH:21][cH:22][cH:23][c:24]2[OH:25])[cH:4][cH:5][cH:6]1.